This data is from the Open Reaction Database (ORD), a public repository of structured organic reaction records. The task is: describe an organic reaction: reactants, conditions, products, and yield Starting materials: I(=O)(=O)(=O)[O-].[Na+] (sodium periodate), I(=O)(=O)(=O)[O-].[Na+] (sodium periodate), C(C)(=O)OCCC1CCN(CC1)C(=O)OC(C)(C)C (4-(2-Acetoxyethyl)-1-tert-butoxycarbonylpiperidine). Reagents/catalysts: [Ru](=O)(=O)(=O)=O (ruthenium tetroxide). Run in O (water), O (water), C(C)(=O)OCC (ethyl acetate). Run at time 8 hour. Yields the product C(C)(=O)OCCC1CC(N(CC1)C(=O)OC(C)(C)C)=O (4-(2-Acetoxyethyl)-1-tert-butoxycarbonylpiperidin-2-one). As a reaction SMILES: [C:1]([O:4][CH2:5][CH2:6][CH:7]1[CH2:12][CH2:11][N:10]([C:13]([O:15][C:16]([CH3:19])([CH3:18])[CH3:17])=[O:14])[CH2:9][CH2:8]1)(=[O:3])[CH3:2].I([O-])(=O)(=O)=[O:21].[Na+]>C(OCC)(=O)C.O.[Ru](=O)(=O)(=O)=O>[C:1]([O:4][CH2:5][CH2:6][CH:7]1[CH2:8][CH2:9][N:10]([C:13]([O:15][C:16]([CH3:19])([CH3:18])[CH3:17])=[O:14])[C:11](=[O:21])[CH2:12]1)(=[O:3])[CH3:2] |f:1.2|. Reported procedure: The product from Step B (0.275 g, 1.01 mmol) was dissolved in ethyl acetate (5 mL). A solution of sodium periodate in water (0.5 g in 5 mL) and ruthenium tetroxide (13 mg, 0.10 mmol) was added, and the heterogeneous reaction stirred vigorously overnight at room temperature. An additional portion of sodium periodate in water was added (0.5 g in 5 mL) and the reaction stirred overnight. The reaction was quenched with 10% sodium thiosulfate, and filtered through celite. The phases were separated, a...